This data is from the Open Reaction Database (ORD), a public repository of structured organic reaction records. The task is: describe an organic reaction: reactants, conditions, products, and yield Reactants: C(C)NC1=C(C=CC(=C1)OC)C1CC=2C=CC(=CC2CC1)OC(C(C)(C)C)=O (pivalic acid 6-(2-ethylamino-4-methoxyphenyl)-5,6,7,8-tetrahydronaphthalen-2-yl ester), C(C)(=O)OC1=CC=C(C(=O)O)C=C1 (4-acetoxybenzoic acid), C(C)(=O)OC1=CC=C(C(=O)CCNC2=C(C=CC(=C2)OC)C2CC=3C=CC(=CC3CC2)OC(C(C)(C)C)=O)C=C1 (pivalic acid 6-{2-[(4-acetoxybenzoyl)ethylamino]-4-methoxyphenyl}-5,6,7,8-tetrahydronaphthalen-2-yl ester). Product: C(C)N(C1=C(C=CC(=C1)OC)C1CC=2C=CC(=CC2CC1)OC(C(C)(C)C)=O)C(C1=CC=C(C=C1)O)=O (Pivalic acid 6-{2-[ethyl(4-hydroxybenzoyl)amino]-4-methoxyphenyl}-5,6,7,8-tetrahydronaphthalen-2-yl ester). Reaction SMILES: [CH2:1]([NH:3][C:4]1[CH:9]=[C:8]([O:10][CH3:11])[CH:7]=[CH:6][C:5]=1[CH:12]1[CH2:21][CH2:20][C:19]2[CH:18]=[C:17]([O:22][C:23](=[O:28])[C:24]([CH3:27])([CH3:26])[CH3:25])[CH:16]=[CH:15][C:14]=2[CH2:13]1)[CH3:2].C([O:32][C:33]1[CH:41]=[CH:40][C:36]([C:37](O)=[O:38])=[CH:35][CH:34]=1)(=O)C.C(OC1C=CC(C(CCNC2C=C(OC)C=CC=2C2CCC3C=C(OC(=O)C(C)(C)C)C=CC=3C2)=O)=CC=1)(=O)C>>[CH2:1]([N:3]([C:37](=[O:38])[C:36]1[CH:40]=[CH:41][C:33]([OH:32])=[CH:34][CH:35]=1)[C:4]1[CH:9]=[C:8]([O:10][CH3:11])[CH:7]=[CH:6][C:5]=1[CH:12]1[CH2:21][CH2:20][C:19]2[CH:18]=[C:17]([O:22][C:23](=[O:28])[C:24]([CH3:27])([CH3:26])[CH3:25])[CH:16]=[CH:15][C:14]=2[CH2:13]1)[CH3:2]. Reported procedure: Synthesized from pivalic acid 6-(2-ethylamino-4-methoxyphenyl)-5,6,7,8-tetrahydronaphthalen-2-yl ester and 4-acetoxybenzoic acid according to an analogous synthetic method to Preparation Example 154, pivalic acid 6-{2-[(4-acetoxybenzoyl)ethylamino]-4-methoxyphenyl}-5,6,7,8-tetrahydronaphthalen-2-yl ester (3.2 g) was used according to an analogous synthetic method to Preparation Example 155 to provide the title compound (2.1 g). Starting materials: COC=1C=C(CC(C(=O)OCC)C(=O)C)C=CC1OC (ethyl α-(3,4-dimethoxybenzyl)acetoacetate), NC1=NC(=CC(=N1)N)N (2,4,6-triaminopyrimidine), COC=1C=C(CC(C(=O)OCC)C(=O)C)C=CC1OC (ethyl α-(3,4-dimethoxybenzyl)-acetoacetate), O (water). Solvent: C1(=CC=CC=C1)OC1=CC=CC=C1 (diphenyl ether). Product: NC=1N=C(C2=C(N1)NC(C(=C2C)CC2=CC(=C(C=C2)OC)OC)=O)N (2,4-diamino-5-methyl-6-(3,4-dimethoxybenzyl)-7-oxo-7,8-dihydropyrido[2,3-d]pyrimidine). Isolated yield 50.8%. RXN SMILES: [CH3:1][O:2][C:3]1[CH:4]=[C:5]([CH:16]=[CH:17][C:18]=1[O:19][CH3:20])[CH2:6][CH:7]([C:13]([CH3:15])=O)[C:8]([O:10]CC)=O.[NH2:21][C:22]1[N:27]=[C:26]([NH2:28])[CH:25]=[C:24]([NH2:29])[N:23]=1.O>C1(OC2C=CC=CC=2)C=CC=CC=1>[NH2:21][C:22]1[N:23]=[C:24]([NH2:29])[C:25]2[C:13]([CH3:15])=[C:7]([CH2:6][C:5]3[CH:16]=[CH:17][C:18]([O:19][CH3:20])=[C:3]([O:2][CH3:1])[CH:4]=3)[C:8](=[O:10])[NH:28][C:26]=2[N:27]=1. Reported procedure: A mixture of ethyl α-(3,4-dimethoxybenzyl)acetoacetate (42 g) and 2,4,6-triaminopyrimidine (21 g) in diphenyl ether (120 ml) was heated at 190°-230° C. for 2 hours during which time the ethanol and water formed were azeotropically removed. The reaction was cooled, and methanol (250 ml) and ethanol (50 ml) were added. The resulting solid was collected by filtration and treated with boiling water (1) to give 2,4-diamino-5-methyl-6-(3,4-dimethoxybenzyl)-7-oxo-7,8-dihydropyrido[2,3-d]pyrimidine (26 ... The reactants are ClC1=C(CS)C=CC=C1 (2-chlorobenzylmercaptan), BrC=1N=C(C(=NC1)N(S(=O)(=O)C1=C(C(=CC=C1)Cl)Cl)COCC[Si](C)(C)C)OC (N-(5-bromo -3-methoxy-2-pyrazinyl)-2,3-dichloro-N-[{2-(trimethylsilanyl)ethoxy}methyl]benzenesulphonamide). Yields the product ClC1=C(C=CC=C1Cl)S(=O)(=O)NC1=NC=C(N=C1OC)SCC1=C(C=CC=C1)Cl (2,3-Dichloro-N-[5-(2-chlorobenzylsulphanyl)-3-methoxy-2-pyrazinyl]benzenesulphonamide). Reaction SMILES: [Cl:1][C:2]1[CH:9]=[CH:8][CH:7]=[CH:6][C:3]=1[CH2:4][SH:5].Br[C:11]1[N:12]=[C:13]([O:37][CH3:38])[C:14]([N:17](COCC[Si](C)(C)C)[S:18]([C:21]2[CH:26]=[CH:25][CH:24]=[C:23]([Cl:27])[C:22]=2[Cl:28])(=[O:20])=[O:19])=[N:15][CH:16]=1>>[Cl:28][C:22]1[C:23]([Cl:27])=[CH:24][CH:25]=[CH:26][C:21]=1[S:18]([NH:17][C:14]1[C:13]([O:37][CH3:38])=[N:12][C:11]([S:5][CH2:4][C:3]2[CH:6]=[CH:7][CH:8]=[CH:9][C:2]=2[Cl:1])=[CH:16][N:15]=1)(=[O:20])=[O:19]. Reported procedure: Prepared by the method of Example 82 using 2-chlorobenzylmercaptan (0.15 g) and N-(5-bromo -3-methoxy-2-pyrazinyl)-2,3-dichloro-N-[{2-(trimethylsilanyl)ethoxy}methyl]benzenesulphonamide (0.4 g). Yield 0.18 g. Reactants: [Br-], C1CCOC1, COc1ccc(Nc2ncc(C=O)cc2-c2nc(C)nc3c2ncn3C2CCCCO2)cn1, C[Mg+], [Cl-], [NH4+], O. Yields the product COc1ccc(Nc2ncc(C(C)O)cc2-c2nc(C)nc3c2ncn3C2CCCCO2)cn1. RXN SMILES: [Br-:34].[CH2:39]1[O:40][CH2:41][CH2:42][CH2:43]1.[CH3:1][O:2][c:3]1[cH:4][cH:5][c:6]([NH:9][c:10]2[n:11][cH:12][c:13]([CH:14]=[O:15])[cH:16][c:17]2-[c:18]2[c:19]3[n:20][cH:21][n:22]([CH:28]4[O:29][CH2:30][CH2:31][CH2:32][CH2:33]4)[c:23]3[n:24][c:25]([CH3:27])[n:26]2)[cH:7][n:8]1.[CH3:35][Mg+:36].[Cl-:37].[NH4+:38].[OH2:44]>>[CH3:1][O:2][c:3]1[cH:4][cH:5][c:6]([NH:9][c:10]2[n:11][cH:12][c:13]([CH:14]([OH:15])[CH3:35])[cH:16][c:17]2-[c:18]2[c:19]3[n:20][cH:21][n:22]([CH:28]4[O:29][CH2:30][CH2:31][CH2:32][CH2:33]4)[c:23]3[n:24][c:25]([CH3:27])[n:26]2)[cH:7][n:8]1. Reactants: O (water), C(CCC)[SnH](CCCC)CCCC (tributyltin hydride), N(=NC(C#N)(C)C)C(C#N)(C)C (2,2′-azobis(isobutyronitrile)), BrCCC(=O)N1C(CC(C=C1)=O)C1=CC=C(C=C1)F (1-(3-bromopropionyl)-2-(4-fluorophenyl)-2,3-dihydro-1H-pyridin-4-one). Solvent: C1=CC=CC=C1 (benzene), C1=CC=CC=C1 (benzene). Reaction conditions: time 3 hour. Product: FC1=CC=C(C=C1)C1N2C(CCC2CC(C1)=O)=O (5-(4-fluorophenyl)hexahydroindolizine-3,7-dione). RXN SMILES: C([SnH](CCCC)CCCC)CCC.N(C(C)(C)C#N)=NC(C)(C)C#N.Br[CH2:27][CH2:28][C:29]([N:31]1[CH:36]=[CH:35][C:34](=[O:37])[CH2:33][CH:32]1[C:38]1[CH:43]=[CH:42][C:41]([F:44])=[CH:40][CH:39]=1)=[O:30].O>C1C=CC=CC=1>[F:44][C:41]1[CH:42]=[CH:43][C:38]([CH:32]2[CH2:33][C:34](=[O:37])[CH2:35][CH:36]3[N:31]2[C:29](=[O:30])[CH2:28][CH2:27]3)=[CH:39][CH:40]=1. Procedure: A solution of tributyltin hydride (3.88 mL) and 2,2′-azobis(isobutyronitrile) (0.56 g) in benzene (25 mL) was added dropwise to a solution of 1-(3-bromopropionyl)-2-(4-fluorophenyl)-2,3-dihydro-1H-pyridin-4-one obtained above (2.9 g) in benzene (60 mL) at 90° C. over four hours. The reaction solution was stirred at the same temperature for three hours. The reaction solution was returned to room temperature and poured into water, followed by extraction with ethyl acetate. The extract was washed w...